From a dataset of the Open Reaction Database (ORD), a public repository of structured organic reaction records. describe an organic reaction: reactants, conditions, products, and yield Reactants: C1(CCCC1)C1=NC(=CC(=C1)C1=NN=C(O1)C1=CC(=C(C(=C1)C)O)CC)OC (4-[5-(2-cyclopentyl-6-methoxy-pyridin-4-yl)-[1,3,4]oxadiazol-2-yl]-2-ethyl-6-methyl-phenol), ClC[C@H](CO)O ((S)-3-chloro-propane-1,2-diol). Reaction SMILES: [CH:1]1([C:6]2[CH:11]=[C:10]([C:12]3[O:16][C:15]([C:17]4[CH:22]=[C:21]([CH3:23])[C:20]([OH:24])=[C:19]([CH2:25][CH3:26])[CH:18]=4)=[N:14][N:13]=3)[CH:9]=[C:8]([O:27][CH3:28])[N:7]=2)[CH2:5][CH2:4][CH2:3][CH2:2]1.Cl[CH2:30][C@@H:31]([OH:34])[CH2:32][OH:33]>C(O)(C)C.[OH-].[Na+].CC(=O)OCC>[CH:1]1([C:6]2[CH:11]=[C:10]([C:12]3[O:16][C:15]([C:17]4[CH:22]=[C:21]([CH3:23])[C:20]([O:24][CH2:30][C@@H:31]([OH:34])[CH2:32][OH:33])=[C:19]([CH2:25][CH3:26])[CH:18]=4)=[N:14][N:13]=3)[CH:9]=[C:8]([O:27][CH3:28])[N:7]=2)[CH2:2][CH2:3][CH2:4][CH2:5]1 |f:3.4|. Run in C(C)(C)O (isopropanol), [OH-].[Na+] (NaOH), CC(OCC)=O (EA). Product: C1(CCCC1)C1=NC(=CC(=C1)C1=NN=C(O1)C1=CC(=C(OC[C@H](CO)O)C(=C1)C)CC)OC ((S)-3-{4-[5-(2-Cyclopentyl-6-methoxy-pyridin-4-yl)-[1,3,4]oxadiazol-2-yl]-2-ethyl-6-methyl-phenoxy}-propane-1,2-diol). Yield: 71.8%. Conditions: temperature 70 celsius, time 48 hour. Reported procedure: A mixture of 4-[5-(2-cyclopentyl-6-methoxy-pyridin-4-yl)-[1,3,4]oxadiazol-2-yl]-2-ethyl-6-methyl-phenol (100 mg, 264 μmol) and (S)-3-chloro-propane-1,2-diol (244 mg, 2.64 mmol) in isopropanol (4 mL) and 3 N aq. NaOH (1 mL) is stirred at 70° C. for 48 h. The mixture is diluted with EA (50 mL), washed with 1 M aq. NaOH solution (20 mL) followed by brine (20 mL), dried over MgSO4, filtered and concentrated. The crude product is purified by prep. HPLC to give the title compound (86 mg) as a white so... Procedure: A mixture of 4-(hydroxymethyl)pyrazole (500 mg, 5.10 mmol), salicylaldoxime (140 mg, 1.019 mmol), cesium carbonate (4.98 g, 15.29 mmol), cuprous oxide (58.2 mg, 0.306 mmol), iodobromoanisole (1.59 g, 5.10 mmol) and N,N-dimethyl-formamide (10 mL) were combined in a microwave vial fitted with an N2 inlet and magnetic stir bar. The reaction mixture was stirred under a nitrogen atmosphere at 90° C. overnight. The reaction mixture was cooled to RT, then filtered through celite, and the filtrate was c... Reaction SMILES: [OH:1][CH2:2][C:3]1[CH:4]=[N:5][NH:6][CH:7]=1.C(=NO)C1C(=CC=CC=1)O.C(=O)([O-])[O-].[Cs+].[Cs+].I[C:25]1[C:26]([Br:33])=[C:27]([O:31][CH3:32])[CH:28]=[CH:29][CH:30]=1>CN(C)C=O>[Br:33][C:26]1[CH:25]=[CH:30][C:29]([N:5]2[CH:4]=[C:3]([CH2:2][OH:1])[CH:7]=[N:6]2)=[CH:28][C:27]=1[O:31][CH3:32] |f:2.3.4|. Starting materials: OCC=1C=NNC1 (4-(hydroxymethyl)pyrazole), C(C=1C(O)=CC=CC1)=NO (salicylaldoxime), C([O-])([O-])=O.[Cs+].[Cs+] (cesium carbonate), cuprous oxide, IC=1C(=C(C=CC1)OC)Br (iodobromoanisole). Product: BrC1=C(C=C(C=C1)N1N=CC(=C1)CO)OC ((1-(4-bromo-3-methoxyphenyl)-1H-pyrazol-4-yl)methanol). Run at temperature 90 celsius, time 8 hour. Yield: 55.4%. Solvent: CN(C=O)C (N,N-dimethyl-formamide). Reactants: COC(=O)C(C#N)=C1CCCC1, CC#N, C[N+](=O)[O-], C1CCC2=NCCCN2CC1. Yields the product COC(=O)C1(C#N)CC12CCCC2. As a reaction SMILES: [CH3:1][O:2][C:3]([C:4](=[C:5]1[CH2:6][CH2:7][CH2:8][CH2:9]1)[C:10]#[N:11])=[O:12].[CH3:28][C:29]#[N:30].[N+:13]([O-:14])(=[O:15])[CH3:16].[N:17]12[CH2:18][CH2:19][CH2:20][N:21]=[C:22]1[CH2:23][CH2:24][CH2:25][CH2:26][CH2:27]2>>[CH3:1][O:2][C:3]([C:4]1([C:10]#[N:11])[C:5]2([CH2:6][CH2:7][CH2:8][CH2:9]2)[CH2:16]1)=[O:12].